Dataset: the Open Reaction Database (ORD), a public repository of structured organic reaction records. Task: describe an organic reaction: reactants, conditions, products, and yield Reactants: F[B-](F)(F)F, CN(C)c1ccc(CN)cc1, CCN(C(C)C)C(C)C, Cl, Cl, CN(C)C=O, Cn1c(C(=O)O)cc2c(O)cccc21, On1nnc2ccccc21, CN(C)C(On1nnc2ccccc21)=[N+](C)C. Product: CN(C)c1ccc(CNC(=O)c2cc3c(O)cccc3n2C)cc1. Reaction SMILES: [B-:15]([F:16])([F:17])([F:18])[F:19].[CH3:58][N:59]([c:60]1[cH:61][cH:62][c:63]([CH2:64][NH2:65])[cH:66][cH:67]1)[CH3:68].[CH:47]([N:48]([CH2:49][CH3:50])[CH:51]([CH3:52])[CH3:53])([CH3:54])[CH3:55].[ClH:56].[ClH:57].[O:69]=[CH:70][N:71]([CH3:72])[CH3:73].[OH:1][c:2]1[c:3]2[cH:4][c:5]([C:12](=[O:13])[OH:14])[n:6]([CH3:11])[c:7]2[cH:8][cH:9][cH:10]1.[OH:37][n:38]1[c:39]2[c:40]([cH:41][cH:42][cH:43][cH:44]2)[n:45][n:46]1.[n:20]1([O:21][C:22]([N:23]([CH3:24])[CH3:25])=[N+:26]([CH3:27])[CH3:28])[c:29]2[cH:30][cH:31][cH:32][cH:33][c:34]2[n:35][n:36]1>>[OH:1][c:2]1[c:3]2[cH:4][c:5]([C:12](=[O:14])[NH:65][CH2:64][c:63]3[cH:62][cH:61][c:60]([N:59]([CH3:58])[CH3:68])[cH:67][cH:66]3)[n:6]([CH3:11])[c:7]2[cH:8][cH:9][cH:10]1.